From a dataset of the Open Reaction Database (ORD), a public repository of structured organic reaction records. describe an organic reaction: reactants, conditions, products, and yield The reactants are ClC1=C(C=C(C=C1)C(O)C1=CC=C(C=C1)N(CC=C)CC=C)S(=O)(=O)N (2-chloro-5-((4-diallylamino-phenyl)-hydroxy-methyl)-benzenesulfonamide). The reagents and catalysts are Cl[Ru](Cl)([P](C1CCCCC1)(C2CCCCC2)C3CCCCC3)([P](C4CCCCC4)(C5CCCCC5)C6CCCCC6)=CC7=CC=CC=C7 (Grubb's catalyst). Solvent: ClCCl (dichloromethane), C(Cl)(Cl)Cl (chloroform). Run at time 1 hour. The product is ClC1=C(C=C(C=C1)C(O)C1=CC=C(C=C1)N1CC=CC1)S(=O)(=O)N (2-Chloro-5-{[4-(2,5-dihydro-pyrrol-1-yl)-phenyl]-hydroxy-methyl}-benzenesulfonamide). The yield is 76.7%. Reaction SMILES: [Cl:1][C:2]1[CH:7]=[CH:6][C:5]([CH:8]([C:10]2[CH:15]=[CH:14][C:13]([N:16]([CH2:20]C=C)[CH2:17][CH:18]=[CH2:19])=[CH:12][CH:11]=2)[OH:9])=[CH:4][C:3]=1[S:23]([NH2:26])(=[O:25])=[O:24]>C(Cl)(Cl)Cl.Cl[Ru](=CC1C=CC=CC=1)([P](C1CCCCC1)(C1CCCCC1)C1CCCCC1)([P](C1CCCCC1)(C1CCCCC1)C1CCCCC1)Cl.ClCCl>[Cl:1][C:2]1[CH:7]=[CH:6][C:5]([CH:8]([C:10]2[CH:15]=[CH:14][C:13]([N:16]3[CH2:17][CH:18]=[CH:19][CH2:20]3)=[CH:12][CH:11]=2)[OH:9])=[CH:4][C:3]=1[S:23]([NH2:26])(=[O:24])=[O:25] |^1:39,58|. Reported procedure: A solution of 100 mg of 2-chloro-5-((4-diallylamino-phenyl)-hydroxy-methyl)-benzenesulfonamide (0.25 mmol, 1 equivalent) in 5 mL of chloroform is degassed with argon for 5 minutes, then 5 mg of Grubb's catalyst (0.005 mmol, 2% mmol) is added. The reaction mixture is stirred at room temperature for 1 h, then diluted with dichloromethane, filtered through Celite, and a pad of silica gel, then concentrated in vacuo to give 70 mg of the title compound which is carried forward without further purific... Reactants: 2′-deoxyribose 1-phosphoric acid, S(=O)(=O)(O)O.NC1=NC(=C2NC=NC2=N1)N.NC1=NC(=C2NC=NC2=N1)N (2,6-diaminopurine hemisulfate), C(C(CO)(CO)N)O.Cl (Tris-HCl). Product: C1[C@@H]([C@H](O[C@H]1N2C=NC3=C2N=C(N=C3N)N)CO)O (2,6-diaminopurine-2′-deoxyriboside). Reaction SMILES: S(O)(O)(=O)=[O:2].[NH2:6][C:7]1[N:15]=[C:14]2[C:10]([NH:11][CH:12]=[N:13]2)=[C:9]([NH2:16])[N:8]=1.NC1N=[C:25]2[C:21](NC=N2)=C(N)N=1.C(O)[C:29](N)([CH2:32][OH:33])[CH2:30][OH:31].Cl>>[CH2:21]1[C@H:25]([N:13]2[C:14]3[N:15]=[C:7]([NH2:6])[N:8]=[C:9]([NH2:16])[C:10]=3[N:11]=[CH:12]2)[O:2][C@H:29]([CH2:30][OH:31])[C@H:32]1[OH:33] |f:0.1.2,3.4|. Procedure details: The washed cells described above were added to 10 ml of 50 mM Tris-HCl buffer (pH 7.2) containing 100 mM 2′-deoxyribose-1-phosphoric acid and 100 mM 2,6-diaminopurine hemisulfate to a washed cell-concentration of 50 g/ and reacted at 60° C. for 2 hours. The concentration of 2,6-diaminopurine-2′-deoxyriboside produced in the reaction solution was measured by high performance liquid chromatography. The results are shown in Table 1. The reactants are Cc1cc(C)n2nc(S)nc2n1, O=C(CCc1ccco1)NCCC1(C2CCCC2)CC(=O)C(Cl)C(=O)O1, O=C1CC(CCC#Cc2cccc(O)c2)(C2CCCC2)OC(=O)C1Cl. Yields the product Cc1cc(C)n2nc(SC3=C(O)CC(CCNC(=O)CCc4ccco4)(C4CCCC4)OC3=O)nc2n1. Reaction SMILES: [CH3:52][c:53]1[n:54][c:55]2[n:56]([c:57]([CH3:59])[cH:58]1)[n:60][c:61]([SH:63])[n:62]2.[Cl:1][CH:2]1[C:3](=[O:26])[CH2:4][C:5]([CH:9]2[CH2:10][CH2:11][CH2:12][CH2:13]2)([CH2:14][CH2:15][NH:16][C:17]([CH2:18][CH2:19][c:20]2[o:21][cH:22][cH:23][cH:24]2)=[O:25])[O:6][C:7]1=[O:8].[Cl:27][CH:28]1[C:29](=[O:30])[CH2:31][C:32]([CH:33]2[CH2:34][CH2:35][CH2:36][CH2:37]2)([CH2:38][CH2:39][C:40]#[C:41][c:42]2[cH:43][cH:44][cH:45][c:46]([OH:47])[cH:48]2)[O:49][C:50]1=[O:51]>>[C:2]1([S:63][c:61]2[n:60][n:56]3[c:55]([n:54][c:53]([CH3:52])[cH:58][c:57]3[CH3:59])[n:62]2)=[C:3]([OH:26])[CH2:4][C:5]([CH:9]2[CH2:10][CH2:11][CH2:12][CH2:13]2)([CH2:14][CH2:15][NH:16][C:17]([CH2:18][CH2:19][c:20]2[o:21][cH:22][cH:23][cH:24]2)=[O:25])[O:6][C:7]1=[O:8]. Reactants: C(=O)(OC(C)(C)C)N1[C@H](C=O)CCC1 (Boc-prolinal), C(C)(=O)Cl (acetyl chloride), C(OC)(OC)OC (Trimethyl orthoformate). Solvent: CO (methanol). Run at temperature 15 celsius, time 1 hour. Product: Cl.COC([C@H]1NCCC1)OC ((S)-2-Dimethoxymethyl-pyrrolidine hydrochloride). Reaction SMILES: C([N:8]1[CH2:14][CH2:13][CH2:12][C@H:9]1C=O)(OC(C)(C)C)=O.C([Cl:18])(=O)C.[CH:19](OC)([O:22][CH3:23])[O:20][CH3:21]>CO>[ClH:18].[CH3:21][O:20][CH:19]([O:22][CH3:23])[C@@H:9]1[CH2:12][CH2:13][CH2:14][NH:8]1 |f:4.5|. Procedure details: 13.9 g Crude Boc-prolinal (70 mmol; Omega Chem, freshly distilled) were dissolved in 110 ml methanol and cooled to ˜15° C. A solution of 11.0 g (140 mmol) acetyl chloride in 30 ml methanol was added all at once and the yellowish solution was stirred at RT for 1 h (gas evolution). 66.9 g Trimethyl orthoformate (630 mmol) were now added and the reaction mixture was stirred at RT for 42 h. The solvent and the excess of the orthoester were removed by rotary evaporation (40° C./≧10 mbar) and the resu...